This data is from the Open Reaction Database (ORD), a public repository of structured organic reaction records. The task is: describe an organic reaction: reactants, conditions, products, and yield The reactants are ClC1=C(N=C(N1)C)C=1C=C(C(=O)O)C=CC1C (3-(5-chloro-2-methyl-1H-imidazol-4-yl)-4-methylbenzoic acid), ClC1=C(N=C(N1)C)C=1C=C(C(=O)O)C=CC1C (3-(5-chloro-2-methyl-1H-imidazol-4-yl)-4-methylbenzoic acid), Cl.N1CC(C1)C1=CC=C(C#N)C=C1 (4-(azetidin-3-yl)benzonitrile hydrochloride), Cl.N1CC(C1)C1=CC=C(C#N)C=C1 (4-(azetidin-3-yl)benzonitrile hydrochloride), CCN=C=NCCCN(C)C (EDCI), C=1C=CC2=C(C1)N=NN2O (HOBt), CCN(C(C)C)C(C)C (DIEA). Run in CN(C)C=O (DMF), O (water). Run at time 16 hour. Yields the product ClC=1N=C(NC1C=1C=C(C(=O)N2CC(C2)C2=CC=C(C#N)C=C2)C=CC1C)C (4-(1-(3-(4-Chloro-2-methyl-1H-imidazol-5-yl)-4-methylbenzoyl)azetidin-3-yl)benzonitrile). Isolated yield 18.9%. Reaction SMILES: [Cl:1][C:2]1[NH:6][C:5]([CH3:7])=[N:4][C:3]=1[C:8]1[CH:9]=[C:10]([CH:14]=[CH:15][C:16]=1[CH3:17])[C:11]([OH:13])=O.Cl.[NH:19]1[CH2:22][CH:21]([C:23]2[CH:30]=[CH:29][C:26]([C:27]#[N:28])=[CH:25][CH:24]=2)[CH2:20]1.CCN=C=NCCCN(C)C.C1C=CC2N(O)N=NC=2C=1.CCN(C(C)C)C(C)C>CN(C=O)C.O>[Cl:1][C:2]1[N:6]=[C:5]([CH3:7])[NH:4][C:3]=1[C:8]1[CH:9]=[C:10]([CH:14]=[CH:15][C:16]=1[CH3:17])[C:11]([N:19]1[CH2:22][CH:21]([C:23]2[CH:30]=[CH:29][C:26]([C:27]#[N:28])=[CH:25][CH:24]=2)[CH2:20]1)=[O:13] |f:1.2|. Reported procedure: A mixture of 3-(5-chloro-2-methyl-1H-imidazol-4-yl)-4-methylbenzoic acid (compound 7.3, ˜0.038 mmol), 4-(azetidin-3-yl)benzonitrile hydrochloride (compound 5.2, 8.6 mg, 0.044 mmol), EDCI (12 mg, 0.063 mmol), HOBt (8 mg, 0.044 mmol) and DIEA (28 μl, 0.16 mmol) in DMF (1 mL) was stirred at room temperature for 16 hours. The reaction was diluted with water and extracted with EtOAc. The organic phase was washed with brine (how much), dried (MgSO4), filtered, and concentrated under reduced pressure. ... The reactants are C1(CCC1)C(=O)C1=CC=CC=C1 (phenyl cyclobutyl ketone), secondary amine, OC(CC(C)C)(C(CCC#CCN(C)C)=O)C1=CC=CC=C1 (4-hydroxy-2-methyl-4-phenyl-10-dimethylaminodec-8-yn-5-one), C(C(C)C)C(=O)C1=CC=CC=C1 (phenyl isobutyl ketone), OC(C(C)C)(C(CCC#CCN(C)C)=O)C1=CC=CC=C1 (3-hydroxy-2-methyl-3-phenyl-9-dimethylaminonon-7-yn-4-one), CC1(CC1)C(C(CCC#CCN(C)C)=O)(C1=CC=CC=C1)O (1-(1-methylcyclopropyl)-1-hydroxy-1-phenyl-7-dimethylaminohept-5-yn-2-one), C1(CCC1)C(C(CCC#CCN(C)CC)=O)(C1=CC=CC=C1)O (1-cyclobutyl-1-hydroxy-1-phenyl-7-(N-ethyl-N-methylamino)hept-5-yn-2-one), C(C)(C)C(=O)C1=CC=CC=C1 (phenyl isopropyl ketone), CC(=O)C1=CC=CC=C1 (phenyl methyl ketone), C1(CCC1)C(C(CCC#CCN(C)C)=O)(C1=CC=CC=C1)O (1-cyclobutyl-1-hydroxy-1-phenyl-7-dimethylaminohept-5-yn-2-one). Product: C1(CCCCC1)C(C(CCC#CCN(CC)CC)=O)(C1=CC=CC=C1)O (1-Cyclohexyl-1-hydroxy-1-phenyl-7-diethylaminohept-5-yn-2-one). RXN SMILES: [CH:1]1([C:5]([C:7]2[CH:12]=[CH:11][CH:10]=[CH:9][CH:8]=2)=[O:6])[CH2:4][CH2:3][CH2:2]1.C([C:16]([C:18]1[CH:23]=[CH:22][CH:21]=[CH:20]C=1)=[O:17])(C)C.CC([C:27]1[CH:32]=CC=CC=1)=O.C(C(C1C=CC=CC=1)=O)C(C)C.C1(C(O)(C2C=CC=CC=2)C(=O)CCC#CCN(C)C)CCC1.C1(C(O)(C2C=CC=CC=2)C(=O)CCC#[C:76][CH2:77][N:78]([CH2:80][CH3:81])C)CCC1.OC(C1C=CC=CC=1)(C(=O)CCC#CCN(C)C)C(C)C.CC1(C(O)(C2C=CC=CC=2)C(=O)CCC#CCN(C)C)CC1.OC(C1C=CC=CC=1)(C(=O)CCC#CCN(C)C)CC(C)C>>[CH:7]1([C:5]([OH:6])([C:1]2[CH:4]=[CH:3][CH:2]=[CH:27][CH:32]=2)[C:16](=[O:17])[CH2:18][CH2:23][C:22]#[C:21][CH2:20][N:78]([CH2:80][CH3:81])[CH2:77][CH3:76])[CH2:8][CH2:9][CH2:10][CH2:11][CH2:12]1. Procedure: Also prepared by the general method described in Example 6 utilizing phenyl cyclobutyl ketone, phenyl isopropyl ketone, phenyl methyl ketone and phenyl isobutyl ketone with the appropriate secondary amine were 1-cyclobutyl-1-hydroxy-1-phenyl-7-dimethylaminohept-5-yn-2-one, 1-cyclobutyl-1-hydroxy-1-phenyl-7-(N-ethyl-N-methylamino)hept-5-yn-2-one, 3-hydroxy-2-methyl-3-phenyl-9-dimethylaminonon-7-yn-4-one, 1-(1-methylcyclopropyl)-1-hydroxy-1-phenyl-7-dimethylaminohept-5-yn-2-one, and 4-hydroxy-2-me... The reactants are FC1=C(C=C(N)C=C1)C(F)(F)F (4-fluoro-3-trifluoromethylaniline), S(O)(O)(=O)=O (sulfuric acid). Solvent: O (water). Product: S(=O)(=O)(O)O.FC1=C(C=C(N)C=C1)C(F)(F)F (4-fluoro-3-trifluoromethylaniline sulfate). Reaction SMILES: [F:1][C:2]1[CH:8]=[CH:7][C:5]([NH2:6])=[CH:4][C:3]=1[C:9]([F:12])([F:11])[F:10].[S:13](=[O:17])(=[O:16])([OH:15])[OH:14]>O>[S:13]([OH:17])([OH:16])(=[O:15])=[O:14].[F:1][C:2]1[CH:8]=[CH:7][C:5]([NH2:6])=[CH:4][C:3]=1[C:9]([F:10])([F:11])[F:12] |f:3.4|. Reported procedure: using about 1 to 20 parts by weight of water based on 1 part by weight of 4-fluoro-3-trifluoromethylaniline in the presence of sulfuric acid to obtain 4-fluoro-3-trifluoromethylaniline sulfate;